From a dataset of the Open Reaction Database (ORD), a public repository of structured organic reaction records. describe an organic reaction: reactants, conditions, products, and yield Solvent: O (water). RXN SMILES: S(O)(O)(=O)=O.[CH3:6][S:7][C:8](=[NH:10])[NH2:9].[CH:11]1([N:17]=[C:18]=[O:19])[CH2:16][CH2:15][CH2:14][CH2:13][CH2:12]1.[OH-].[Na+].Cl[C:23](OC)=[O:24].[C:27]1(C)C=CC=CC=1>O>[CH3:27][N:9]1[C:8]([S:7][CH3:6])=[N:10][C:23](=[O:24])[N:17]([CH:11]2[CH2:16][CH2:15][CH2:14][CH2:13][CH2:12]2)[C:18]1=[O:19] |f:0.1,3.4|. Run at time 3 hour. Product: 76, CN1C(N(C(N=C1SC)=O)C1CCCCC1)=O (1-methyl-3-cyclohexyl-6-methylthio-s-triazine-2,4-(1H,3H)-dione). Reactants: ClC(=O)OC (methyl chloroformate), [OH-].[Na+] (sodium hydroxide), 70, S(=O)(=O)(O)O.CSC(N)=N (2-methyl-2-thiopseudourea sulfate), C1(CCCCC1)N=C=O (cyclohexyl isocyanate), C1(=CC=CC=C1)C (toluene), 80, [OH-].[Na+] (sodium hydroxide). Procedure: To a solution of 70 parts of 2-methyl-2-thiopseudourea sulfate in 375 parts of water and 400 parts of toluene at 10° is added over 1 hour 62.5 parts of cyclohexyl isocyanate. The pH is maintained at 8.5 by addition of 80 parts of 50% aqueous sodium hydroxide over 1-1.5 hours. The two-phase system is then reacted with 99 parts of methyl chloroformate and 84 parts of 50% aqueous sodium hydroxide during 1 hour. The temperature is maintained at 25°-30°. After the addition is complete the reaction is... The reactants are NC1=NC=2C=CC=CC2C2=C1N=C(N2CCCN(CCCO)CC=2C=C(C=CC2)CC(=O)OC)CCCC (Methyl 2-(3-(((3-(4-amino-2-butyl-1H-imidazo[4,5-c]quinolin-1-yl)propyl)(3-hydroxypropyl)amino)methyl)phenyl)acetate), S(=O)(Cl)Cl (thionyl chloride). Run in C(Cl)Cl (DCM). Conditions: time 4 hour. The product is NC1=NC=2C=CC=CC2C2=C1N=C(N2CCCN(CCCCl)CC=2C=C(C=CC2)CC(=O)OC)CCCC (Methyl 2-(3-(((3-(4-amino-2-butyl-1H-imidazo[4,5-c]quinolin-1-yl)propyl)(3-chloropropyl)amino)methyl)phenyl)acetate). RXN SMILES: [NH2:1][C:2]1[C:11]2[N:12]=[C:13]([CH2:35][CH2:36][CH2:37][CH3:38])[N:14]([CH2:15][CH2:16][CH2:17][N:18]([CH2:23][C:24]3[CH:25]=[C:26]([CH2:30][C:31]([O:33][CH3:34])=[O:32])[CH:27]=[CH:28][CH:29]=3)[CH2:19][CH2:20][CH2:21]O)[C:10]=2[C:9]2[CH:8]=[CH:7][CH:6]=[CH:5][C:4]=2[N:3]=1.S(Cl)([Cl:41])=O>C(Cl)Cl>[NH2:1][C:2]1[C:11]2[N:12]=[C:13]([CH2:35][CH2:36][CH2:37][CH3:38])[N:14]([CH2:15][CH2:16][CH2:17][N:18]([CH2:23][C:24]3[CH:25]=[C:26]([CH2:30][C:31]([O:33][CH3:34])=[O:32])[CH:27]=[CH:28][CH:29]=3)[CH2:19][CH2:20][CH2:21][Cl:41])[C:10]=2[C:9]2[CH:8]=[CH:7][CH:6]=[CH:5][C:4]=2[N:3]=1. Reported procedure: A mixture of the product from step (viii) (2.43 g) and thionyl chloride (10 mL) in DCM (30 mL) was stirred at rt for 4 h then evaporated under reduced pressure to give the subtitle compound. Used crude in next step. Reactants: ClC=1C=C(N)C=CC1OC (3-chloro-4-methoxy-aniline), COC1=CC(=CC=C1)N (meta-anisidine). Yields the product NC1=C(C=C(C(=C1)Cl)OC)C(C)=O (1-(2-Amino-4-chloro-5-methoxy-phenyl)-ethanone). The yield is 50.0%. Reaction SMILES: [Cl:1][C:2]1[CH:3]=[C:4]([CH:6]=[CH:7][C:8]=1[O:9][CH3:10])[NH2:5].C[O:12][C:13]1C=CC=C(N)[CH:14]=1>>[NH2:5][C:4]1[CH:3]=[C:2]([Cl:1])[C:8]([O:9][CH3:10])=[CH:7][C:6]=1[C:13](=[O:12])[CH3:14]. Procedure details: 1-(2-Amino-4-chloro-5-methoxy-phenyl)-ethanone 201g was synthesized from 3-chloro-4-methoxy-aniline 215g as a brown solid in 50% yield, according to the procedure as described for compound 215a. MS (ESI, EI+): m/z=200 (MH+). Reactants: N1C=C(C2=CC=CC=C12)C1CCC(CC1)=O (4-(1H-3-Indolyl)-cyclohexanone), O1CCOC12CCC(CC2)C2=CNC1=CC=C(C=C21)OC (3-(1,4-dioxa-spiro[4,5]dec-8-yl)-5-methoxy-1H-indole). The product is COC=1C=C2C(=CNC2=CC1)C1CCC(CC1)=O (4-(5-Methoxy-1H-3-indolyl)-cyclohexanone). Yield: 84.8%. Reaction SMILES: N1C2C(=CC=CC=2)C(C2CCC(=O)CC2)=C1.O1[C:21]2([CH2:26][CH2:25][CH:24]([C:27]3[C:35]4[C:30](=[CH:31][CH:32]=[C:33]([O:36][CH3:37])[CH:34]=4)[NH:29][CH:28]=3)[CH2:23][CH2:22]2)[O:20]CC1>>[CH3:37][O:36][C:33]1[CH:34]=[C:35]2[C:30](=[CH:31][CH:32]=1)[NH:29][CH:28]=[C:27]2[CH:24]1[CH2:25][CH2:26][C:21](=[O:20])[CH2:22][CH2:23]1. Procedure details: This compound was prepared in the manner described above for intermediate 3a by replacing 3-(1,4-dioxa-spiro[4,5]dec-8-yl)-1H-indole with 3-(1,4-dioxa-spiro[4,5]dec-8-yl)-5-methoxy-1H-indole (5.85 g) to afford 4.2 g (85%) of the title compound as a white solid: mp 103-106° C. The reactants are CN=C=NC1=C(C=CC=C1)N1CCOCC1 (N-methyl-N'-(2-morpholinophenyl)carbodiimide), C(CCC)N (n-butylamine). Run in C(C)(C)(C)O (t-butanol). Product: C(CCC)NC(=NC1=C(C=CC=C1)N1CCOCC1)NC (1-(n-butyl)-2-(2-morpholinophenyl)-3-methylguanidine). RXN SMILES: [CH3:1][N:2]=[C:3]=[N:4][C:5]1[CH:10]=[CH:9][CH:8]=[CH:7][C:6]=1[N:11]1[CH2:16][CH2:15][O:14][CH2:13][CH2:12]1.[CH2:17]([NH2:21])[CH2:18][CH2:19][CH3:20]>C(O)(C)(C)C>[CH2:17]([NH:21][C:3]([NH:2][CH3:1])=[N:4][C:5]1[CH:10]=[CH:9][CH:8]=[CH:7][C:6]=1[N:11]1[CH2:16][CH2:15][O:14][CH2:13][CH2:12]1)[CH2:18][CH2:19][CH3:20]. Reported procedure: A mixture of N-methyl-N'-(2-morpholinophenyl)carbodiimide (1 g), n-butylamine (0.5 g) and t-butanol (5 ml) was heated at 90°-95° C. for four hours. The solvent was removed by evaporation and the residue dissolved in dichloromethane (100 ml) and the resulting solution was washed with water, dried and filtered. Removal of the solvent gave 1-(n-butyl)-2-(2-morpholinophenyl)-3-methylguanidine which was converted into its monofumarate salt (m.p. 178°-179° C.). Reactants: C(=O)([O-])[O-].[K+].[K+] (K2CO3), OS(=O)(=O)O (H2SO4), C(C)(C)OC(C)C (diisopropyl ether), CO/N=C(/C1=CC=CO1)\C(=O)N[C@H]2[C@@H]3N(C2=O)C(=C(CS3)COC(=O)N)C(=O)O (cefuroxime), C(C)(=O)OCCBr (acetoxyethyl bromide). Solvent: CC(=O)N(C)C (dimethyl acetamide), O (H2O), C(=O)(O)[O-].[Na+] (NaHCO3), C(CCC)N (n-butylamine), CC(=O)N(C)C (dimethyl acetamide), CC(=O)N(C)C (dimethyl acetamide). Run at time 30 minute. Yields the product CC(OC(=O)C)OC(=O)C1=C(CS[C@H]2N1C(=O)[C@H]2NC(=O)/C(=N\OC)/C3=CC=CO3)COC(=O)N (cefuroxime axetil). As a reaction SMILES: [CH3:1][O:2]/[N:3]=[C:4](\[C:10]([NH:12][C@@H:13]1[C:16](=[O:17])[N:15]2[C:18]([C:27]([OH:29])=[O:28])=[C:19]([CH2:22][O:23][C:24]([NH2:26])=[O:25])[CH2:20][S:21][C@H:14]12)=[O:11])/[C:5]1[O:9][CH:8]=[CH:7][CH:6]=1.[C:30]([O:33][CH2:34][CH2:35]Br)(=[O:32])[CH3:31].C([O-])([O-])=O.[K+].[K+].OS(O)(=O)=O.C(OC(C)C)(C)C>C(N)CCC.CC(N(C)C)=O.C([O-])(O)=O.[Na+].O>[CH3:35][CH:34]([O:28][C:27]([C:18]1[N:15]2[C:16]([C@@H:13]([NH:12][C:10](/[C:4](/[C:5]3[O:9][CH:8]=[CH:7][CH:6]=3)=[N:3]\[O:2][CH3:1])=[O:11])[C@H:14]2[S:21][CH2:20][C:19]=1[CH2:22][O:23][C:24]([NH2:26])=[O:25])=[O:17])=[O:29])[O:33][C:30]([CH3:31])=[O:32] |f:2.3.4,9.10|. Reported procedure: 11.14 g of cefuroxime in the form of a salt with n-butylamine are dissolved at ca. 3° to 5° in 28 ml of dimethyl acetamide. A solution of 7.48 g of acetoxyethyl bromide in 21 ml of dimethyl acetamide is added to the solution obtained, and 1.76 g of K2CO3 are added in portions over the course of ca. 120 minutes. The resulting mixture is stirred for ca. 30 minutes, diluted with 100 ml of EtAc and aqueous 3% NaHCO3 solution is added. Two phases are formed and are separated and the organic phase is ...